From a dataset of the Open Reaction Database (ORD), a public repository of structured organic reaction records. describe an organic reaction: reactants, conditions, products, and yield The reactants are [Cl-].[In+3].[Cl-].[Cl-] (indium(III) chloride), FC(C(=O)O)(F)F (trifluoroacetic acid), CS(=O)(=O)CC=1C=CC=C2C=CNC12 (7-[(Methylsulfonyl)methyl]-1H-indole), FC1=C(C=CC(=C1)F)C(C1C(C1)C#N)O (2-[(2,4-Difluorophenyl)(hydroxy)methyl]cyclopropanecarbonitrile). The solvent is ClCCl (dichloromethane), ClCCl (dichloromethane). Product: FC1=C(C=CC(=C1)F)C(C1C(C1)C#N)C1=CNC2=C(C=CC=C12)CS(=O)(=O)C (2-[(2,4-Difluorophenyl){7-[(methylsulfonyl)methyl]-1H-indol-3-yl}methyl]cyclopropanecarbonitrile). Reaction SMILES: [Cl-].[In+3].[Cl-].[Cl-].FC(F)(F)C(O)=O.[CH3:12][S:13]([CH2:16][C:17]1[CH:18]=[CH:19][CH:20]=[C:21]2[C:25]=1[NH:24][CH:23]=[CH:22]2)(=[O:15])=[O:14].[F:26][C:27]1[CH:32]=[C:31]([F:33])[CH:30]=[CH:29][C:28]=1[CH:34](O)[CH:35]1[CH2:37][CH:36]1[C:38]#[N:39]>ClCCl>[F:26][C:27]1[CH:32]=[C:31]([F:33])[CH:30]=[CH:29][C:28]=1[CH:34]([C:22]1[C:21]2[C:25](=[C:17]([CH2:16][S:13]([CH3:12])(=[O:15])=[O:14])[CH:18]=[CH:19][CH:20]=2)[NH:24][CH:23]=1)[CH:35]1[CH2:37][CH:36]1[C:38]#[N:39] |f:0.1.2.3|. Procedure: 116 mg (0.53 mmol) of indium(III) chloride and 0.07 ml (0.86 mmol) of trifluoroacetic acid were added to 100 mg (0.48 mmol) of the compound from Example 86A and 120 mg (0.57 mmol) of the compound from Example 162A under argon in 5 ml of dichloromethane, and the mixture was stirred under reflux for 1 h. It was diluted with dichloromethane and washed with water and saturated aqueous sodium bicarbonate solution, dried over magnesium sulfate, filtered and concentrated. The residue was purified by pr... Reactants: O=S(=O)(O)Cl, O=C(OCC(Cl)(Cl)Cl)N1CCc2ccccc2C1, ClCCl. Product: O=C(OCC(Cl)(Cl)Cl)N1CCc2ccc(S(=O)(=O)Cl)cc2C1. Reaction SMILES: [Cl:19][S:20](=[O:21])(=[O:22])[OH:23].[Cl:1][C:2]([CH2:3][O:4][C:5](=[O:6])[N:7]1[CH2:8][c:9]2[cH:10][cH:11][cH:12][cH:13][c:14]2[CH2:15][CH2:16]1)([Cl:17])[Cl:18].[Cl:24][CH2:25][Cl:26]>>[Cl:1][C:2]([CH2:3][O:4][C:5](=[O:6])[N:7]1[CH2:8][c:9]2[cH:10][c:11]([S:20]([Cl:19])(=[O:21])=[O:22])[cH:12][cH:13][c:14]2[CH2:15][CH2:16]1)([Cl:17])[Cl:18].